From a dataset of the Open Reaction Database (ORD), a public repository of structured organic reaction records. describe an organic reaction: reactants, conditions, products, and yield The reactants are CO, CCOC(C)=O, NC1CCN(CCn2c(=O)cnc3c(F)cc(F)cc32)CC1, O=Cc1ccc2c(n1)NC(=O)CO2. Yields the product O=C1COc2ccc(CNC3CCN(CCn4c(=O)cnc5c(F)cc(F)cc54)CC3)nc2N1. RXN SMILES: [CH3:36][OH:37].[CH3:38][CH2:39][O:40][C:41](=[O:42])[CH3:43].[NH2:1][CH:2]1[CH2:3][CH2:4][N:5]([CH2:8][CH2:9][n:10]2[c:11](=[O:22])[cH:12][n:13][c:14]3[c:15]([F:21])[cH:16][c:17]([F:20])[cH:18][c:19]23)[CH2:6][CH2:7]1.[O:23]=[C:24]1[NH:25][c:26]2[c:27]([cH:30][cH:31][c:32]([CH:34]=[O:35])[n:33]2)[O:28][CH2:29]1>>[NH:1]([CH:2]1[CH2:3][CH2:4][N:5]([CH2:8][CH2:9][n:10]2[c:11](=[O:22])[cH:12][n:13][c:14]3[c:15]([F:21])[cH:16][c:17]([F:20])[cH:18][c:19]23)[CH2:6][CH2:7]1)[CH2:34][c:32]1[cH:31][cH:30][c:27]2[c:26]([n:33]1)[NH:25][C:24](=[O:23])[CH2:29][O:28]2. Reactants: Brc1cccnc1, O=C1CCN(Cc2ccccc2)CC1, [Li]CCCC, COC(C)(C)C, O. Reaction SMILES: [Br:1][c:2]1[cH:3][n:4][cH:5][cH:6][cH:7]1.[CH2:13]([c:14]1[cH:15][cH:16][cH:17][cH:18][cH:19]1)[N:20]1[CH2:21][CH2:22][C:23](=[O:26])[CH2:24][CH2:25]1.[CH2:8]([Li:9])[CH2:10][CH2:11][CH3:12].[CH3:28][O:29][C:30]([CH3:31])([CH3:32])[CH3:33].[OH2:27]>>[c:2]1([C:23]2([OH:26])[CH2:22][CH2:21][N:20]([CH2:13][c:14]3[cH:15][cH:16][cH:17][cH:18][cH:19]3)[CH2:25][CH2:24]2)[cH:3][n:4][cH:5][cH:6][cH:7]1. Product: OC1(c2cccnc2)CCN(Cc2ccccc2)CC1. Starting materials: COC(=O)C1CCN(C(=O)OCc2ccccc2)C1, CO, [H][H]. Yields the product COC(=O)C1CCNC1. RXN SMILES: [C:1](=[O:2])([O:3][CH3:4])[CH:5]1[CH2:6][N:7]([C:10]([O:11][CH2:12][c:13]2[cH:14][cH:15][cH:16][cH:17][cH:18]2)=[O:19])[CH2:8][CH2:9]1.[CH3:22][OH:23].[H:20][H:21]>>[C:1](=[O:2])([O:3][CH3:4])[CH:5]1[CH2:6][NH:7][CH2:8][CH2:9]1. The reactants are COCCOC, O=c1ccn(-c2ccc(Cl)cc2)cc1, COS(=O)(=O)F. Product: COc1cc[n+](-c2ccc(Cl)cc2)cc1, O=S(=O)([O-])F. RXN SMILES: [CH2:21]([CH2:22][O:23][CH3:24])[O:25][CH3:26].[Cl:1][c:2]1[cH:3][cH:4][c:5](-[n:8]2[cH:9][cH:10][c:11](=[O:14])[cH:12][cH:13]2)[cH:6][cH:7]1.[F:15][S:16](=[O:17])(=[O:18])[O:19][CH3:20]>>[Cl:1][c:2]1[cH:3][cH:4][c:5](-[n+:8]2[cH:9][cH:10][c:11]([O:14][CH3:20])[cH:12][cH:13]2)[cH:6][cH:7]1.[F:15][S:16](=[O:17])(=[O:18])[O-:19]. Starting materials: C1(=CC=CC=C1)P(C1=CC=CC=C1)C1=CC=CC=C1 (triphenylphosphine), C1(=CC=CC=C1)C (toluene), C1(=CC=CC=C1)C (toluene). The reagents and catalysts are C1=CC=C(C=C1)P(C2=CC=CC=C2)C3=CC=CC=C3.C1=CC=C(C=C1)P(C2=CC=CC=C2)C3=CC=CC=C3.C1=CC=C(C=C1)P(C2=CC=CC=C2)C3=CC=CC=C3.[Cl-].[Rh] (tris(triphenylphosphine)rhodium chloride). Run at temperature 100 celsius. Product: C=CC=C.C=CC1=CC=CC=C1 (Polystyrene-polybutadiene). RXN SMILES: [C:1]1(P([C:14]2[CH:19]=[CH:18][CH:17]=[CH:16][CH:15]=2)C2C=CC=CC=2)[CH:6]=CC=[CH:3][CH:2]=1.[C:20]1(C)C=CC=C[CH:21]=1>C1C=CC(P(C2C=CC=CC=2)C2C=CC=CC=2)=CC=1.C1C=CC(P(C2C=CC=CC=2)C2C=CC=CC=2)=CC=1.C1C=CC(P(C2C=CC=CC=2)C2C=CC=CC=2)=CC=1.[Cl-].[Rh]>[CH2:6]=[CH:1][CH:2]=[CH2:3].[CH2:20]=[CH:21][C:14]1[CH:15]=[CH:16][CH:17]=[CH:18][CH:19]=1 |f:2.3.4.5.6,7.8|. Procedure details: The multiblock copolymer prepared as described above (30 grams) in toluene (200 milliliters) was combined with triphenylphosphine (6 grams) and tris(triphenylphosphine)rhodium chloride (1 gram) in toluene (50 milliliters) in a 500 milliliter Parr pressure reaction vessel. The mixture was purged with hydrogen, sealed, charged to 200 psi with hydrogen, and then heated with stirring to 100° C. The hydrogen pressure was increased to 800 psi. The hydrogen pressure was maintained above 600 psi for 24 ... Reactants: CC1(C=2CC(CC2C(CC1)(C)C)(C(=O)OCC)C(=O)OCC)C (diethyl 4,5,6,7-tetrahydro-4,4,7,7-tetramethyl-2,2-indanebiscarboxylate), [OH-].[K+] (potassium hydroxide). Solvent: C(C)O (ethanol), C(C)O (ethanol), O (water). Run at temperature 160 celsius. The product is CC1(C=2CC(CC2C(CC1)(C)C)C(=O)O)C (4,5,6,7-tetrahydro-4,4,7,7-tetramethyl-2-indanecarboxylic acid). The yield is 51.2%. As a reaction SMILES: [CH3:1][C:2]1([CH3:23])[CH2:10][CH2:9][C:8]([CH3:12])([CH3:11])[C:7]2[CH2:6][C:5](C(OCC)=O)([C:13]([O:15]CC)=[O:14])[CH2:4][C:3]1=2.[OH-].[K+]>C(O)C.O>[CH3:11][C:8]1([CH3:12])[CH2:9][CH2:10][C:2]([CH3:1])([CH3:23])[C:3]2[CH2:4][CH:5]([C:13]([OH:15])=[O:14])[CH2:6][C:7]1=2 |f:1.2|. Procedure: 18.4 g of diethyl 4,5,6,7-tetrahydro-4,4,7,7-tetramethyl-2,2-indanebiscarboxylate are dissolved in 500 ml of ethanol and treated with a solution of 64 g of potassium hydroxide in a mixture of 200 ml of ethanol and 50 ml of water. After heating at reflux temperature for 6 hours, the mixture is cooled, the majority of the alcohol is distilled off on a rotary evaporator, the residue is poured on to ice, acidified with 2N hydrochloric acid, extracted repeatedly with ethyl acetate, dried and evaporat... Reactants: [Li+].[Br-] (LiBr), enol acetate, C[C@]12CC[C@@H]3C=4C=CC(=CC4CC[C@H]3[C@@H]1CCC2=O)O (estrone), [BH4-].[Na+] (NaBH4). Run in C(C)(=O)OCC (ethyl acetate), C1=CC=CC=C1 (benzene). The product is C[C@]12CC[C@H]3[C@H]([C@@H]1C[C@H](C2=O)Br)CCC4=C3C=CC(=C4)O (16α-Bromoestrone), bromohydrins. Reaction SMILES: [CH3:1][C@@:2]12[C:18](=[O:19])[CH2:17][CH2:16][C@H:15]1[C@H:14]1[C@@H:5]([C:6]3[CH:7]=[CH:8][C:9]([OH:20])=[CH:10][C:11]=3[CH2:12][CH2:13]1)[CH2:4][CH2:3]2.[Li+].[Br-:22].[BH4-].[Na+]>C(OCC)(=O)C.C1C=CC=CC=1>[CH3:1][C@@:2]12[C:18](=[O:19])[C@H:17]([Br:22])[CH2:16][C@H:15]1[C@@H:14]1[CH2:13][CH2:12][C:11]3[CH:10]=[C:9]([OH:20])[CH:8]=[CH:7][C:6]=3[C@H:5]1[CH2:4][CH2:3]2 |f:1.2,3.4|. Reported procedure: 16α-Bromoestrone was prepared by bromination of the enol acetate of estrone and then epimerized with LiBr (as described by Fishman et al., J. Org. Chem. 23, 1190 (1958) and Mueller et al., supra, which are hereby incorporated by reference). The resulting mixture of 16α- and 16β-bromoestrone was reduced with NaBH4. All four of the possible bromohydrins were isolated from the reaction mixture by chromatography on silica gel in 5 percent ethyl acetate in benzene. The second compound eluted from the...